From a dataset of the Open Reaction Database (ORD), a public repository of structured organic reaction records. describe an organic reaction: reactants, conditions, products, and yield The product is CC1(C)C(=O)N(C2C3CC4CC(C3)CC2C4)N1C=Cc1ccccc1. As a reaction SMILES: [C:27]([O:28][BH-:29]([O:30][C:31](=[O:32])[CH3:33])[O:34][C:35](=[O:36])[CH3:37])(=[O:38])[CH3:39].[CH3:41][C:42](=[O:43])[OH:44].[CH:18](=[O:19])[CH2:20][c:21]1[cH:22][cH:23][cH:24][cH:25][cH:26]1.[CH:1]12[CH:2]([N:11]3[NH:12][C:13]([CH3:16])([CH3:17])[C:14]3=[O:15])[CH:3]3[CH2:4][CH:5]([CH2:6][CH:7]([CH2:8]1)[CH2:9]3)[CH2:10]2.[CH:45]([Cl:46])([Cl:47])[Cl:48].[Na+:40].[OH2:49]>>[CH:1]12[CH:2]([N:11]3[N:12]([CH:18]=[CH:20][c:21]4[cH:22][cH:23][cH:24][cH:25][cH:26]4)[C:13]([CH3:16])([CH3:17])[C:14]3=[O:15])[CH:3]3[CH2:4][CH:5]([CH2:6][CH:7]([CH2:8]1)[CH2:9]3)[CH2:10]2. Reactants: CC(=O)O[BH-](OC(C)=O)OC(C)=O, CC(=O)O, O=CCc1ccccc1, CC1(C)NN(C2C3CC4CC(C3)CC2C4)C1=O, ClC(Cl)Cl, [Na+], O. The reactants are BrC1=C(C=C(C=C1)C1=NOC(=N1)C)CC (3-(4-bromo-3-ethylphenyl)-5-methyl-1,2,4-oxadiazole), B(O)(O)C1=CC=C(C(=O)O)C=C1 (4-boronobenzoic acid). Yields the product CC1=NC(=NO1)C1=CC(=C(C=C1)C1=CC=C(C=C1)C(=O)O)CC (4'-(5-Methyl-1,2,4-oxadiazol-3-yl)-2'-ethyl-1,1'-biphenyl-4-carboxylic acid). As a reaction SMILES: Br[C:2]1[CH:7]=[CH:6][C:5]([C:8]2[N:12]=[C:11]([CH3:13])[O:10][N:9]=2)=[CH:4][C:3]=1[CH2:14][CH3:15].B([C:19]1[CH:27]=[CH:26][C:22]([C:23]([OH:25])=[O:24])=[CH:21][CH:20]=1)(O)O>>[CH3:13][C:11]1[O:10][N:9]=[C:8]([C:5]2[CH:6]=[CH:7][C:2]([C:19]3[CH:27]=[CH:26][C:22]([C:23]([OH:25])=[O:24])=[CH:21][CH:20]=3)=[C:3]([CH2:14][CH3:15])[CH:4]=2)[N:12]=1. Reported procedure: The title compound was prepared as in Description 15 from 3-(4-bromo-3-ethylphenyl)-5-methyl-1,2,4-oxadiazole (D81, 0.8 g) and 4-boronobenzoic acid (0.49 g) as a cream solid (0.66 g, 71%). Reactants: [OH-].[K+] (KOH), N1=C(C=CC=C1)CO (pyridin-2-yl-methanol), S(=O)(=O)(C1=CC=C(C)C=C1)Cl (tosyl chloride). Run in C1CCOC1 (THF). Reaction conditions: time 15 minute. Product: N1=C(C=CC=C1)COS(=O)(=O)C1=CC=C(C=C1)C (Toluene-4-sulfonic acid pyridine-2-ylmethyl ester). Yield: 84.3%. Reaction SMILES: [OH-].[K+].[N:3]1[CH:8]=[CH:7][CH:6]=[CH:5][C:4]=1[CH2:9][OH:10].[S:11](Cl)([C:14]1[CH:20]=[CH:19][C:17]([CH3:18])=[CH:16][CH:15]=1)(=[O:13])=[O:12]>C1COCC1>[N:3]1[CH:8]=[CH:7][CH:6]=[CH:5][C:4]=1[CH2:9][O:10][S:11]([C:14]1[CH:20]=[CH:19][C:17]([CH3:18])=[CH:16][CH:15]=1)(=[O:13])=[O:12] |f:0.1|. Procedure details: Powdered KOH (1.74 g, 30.65 mmol) was added to a vigorously stirred solution of pyridin-2-yl-methanol (2 mL, 20.72 mmol) in THF (100 mL) at 0° C. The reaction mixture was stirred for 15 minutes and tosyl chloride (5.13 g, 26.90 mmol) was then added. The reaction mixture was allowed to warm to RT and stirring was continued overnight. The reaction mixture was quenched with saturated NaHCO3 and the product was extracted with EtOAc (3×50 mL). The combined extracts were dried over MgSO4 and concentra... Reactants: OC=1C(=C2CCC(OC2=C(C1C)C)(C(=O)N)C)C (6-hydroxy-2,5,7,8-tetramethylchroman-2-carboxamide), Cl (hydrochloric acid), resultant mixture, resultant mixture. Solvent: C1CCOC1 (THF). The product is amine, NCC1(OC2=C(C(=C(C(=C2CC1)C)O)C)C)C (2-aminomethyl-6-hydroxy-2,5,7,8-tetramethylchroman). Yield: 55.0%. RXN SMILES: [OH:1][C:2]1[C:3]([CH3:18])=[C:4]2[C:9](=[C:10]([CH3:13])[C:11]=1[CH3:12])[O:8][C:7]([CH3:17])([C:14]([NH2:16])=O)[CH2:6][CH2:5]2.Cl>C1COCC1>[NH2:16][CH2:14][C:7]1([CH3:17])[CH2:6][CH2:5][C:4]2[C:9](=[C:10]([CH3:13])[C:11]([CH3:12])=[C:2]([OH:1])[C:3]=2[CH3:18])[O:8]1. Reported procedure: To a solution of 6-hydroxy-2,5,7,8-tetramethylchroman-2-carboxamide (1.0 g, 4.0 mmol) in THF (30 mL) was added borane-methyl sulfide complex (10M, 1.9 mL, 19 mmol). The resultant mixture was refluxed for 7 h. To the resultant reaction mixture was added 1N hydrochloric acid (9.6 mL) under ice-cooling, and the resultant mixture was further refluxed for 2 h followed by concentration under reduced pressure. The residue was extracted with ethyl acetate after addition of 1N aqueous solution of sodium ... The reactants are ClC1=C(C=CC=C1)N1NC=2[C@]3(CC[C@@H](C2C1=O)C3(C)C)C ((4R,7S)-2-(2-chloro-phenyl)-7,8,8-trimethyl-1,2,4,5,6,7-hexahydro-4,7-methano-indazol-3-one), ClC1=C(C=CC=C1)N1NC=2[C@]3(CC[C@@H](C2C1=O)C3(C)C)C ((4R,7S)-2-(2-chloro-phenyl)-7,8,8-trimethyl-1,2,4,5,6,7-hexahydro-4,7-methano-indazol-3-one), ICC (iodoethane). Run in CN1CCCC1 (N-methylpyrrolidine), C(C)(=O)OCC (ethyl acetate). Yields the product ClC1=C(C=CC=C1)N1N(C=2[C@]3(CC[C@@H](C2C1=O)C3(C)C)C)CC ((4R,7S)-2-(2-chloro-phenyl)-1-ethyl-7,8,8-trimethyl-1,2,4,5,6,7-hexahydro-4,7-methano-indazol-3-one). Yield: 45.9%. As a reaction SMILES: [Cl:1][C:2]1[CH:7]=[CH:6][CH:5]=[CH:4][C:3]=1[N:8]1[C:16](=[O:17])[C:15]2[C@H:14]3[C:18]([CH3:20])([CH3:19])[C@:11]([CH3:21])([CH2:12][CH2:13]3)[C:10]=2[NH:9]1.I[CH2:23][CH3:24]>CN1CCCC1.C(OCC)(=O)C>[Cl:1][C:2]1[CH:7]=[CH:6][CH:5]=[CH:4][C:3]=1[N:8]1[C:16](=[O:17])[C:15]2[C@H:14]3[C:18]([CH3:20])([CH3:19])[C@:11]([CH3:21])([CH2:12][CH2:13]3)[C:10]=2[N:9]1[CH2:23][CH3:24]. Procedure: A solution of (4R,7S)-2-(2-chloro-phenyl)-7,8,8-trimethyl-1,2,4,5,6,7-hexahydro-4,7-methano-indazol-3-one (Intermediate 39; 151 mg, 0.5 mmol) and iodoethane (0.21 mL, 2.58 mmol) in N-methylpyrrolidine (1 mL) was heated at 100° C. in a sealed tube overnight. The reaction mixture was purified by preparative HPLC to give a brown gum which was dissolved in ethyl acetate. The solution was washed with 10% aqueous sodium thiosulfate (three times) and brine, dried (sodium sulfate), filtered, evaporated,... As a reaction SMILES: [CH3:15][C:16](=[O:17])[OH:18].[ClH:1].[F:2][c:3]1[cH:4][c:5]2[c:10]([cH:11][cH:12]1)[C:9]([CH2:13][NH2:14])=[CH:8][CH2:7][CH2:6]2>>[ClH:1].[F:2][c:3]1[cH:4][c:5]2[c:10]([cH:11][cH:12]1)[CH:9]([CH2:13][NH2:14])[CH2:8][CH2:7][CH2:6]2. The product is Cl, NCC1CCCc2cc(F)ccc21. The reactants are CC(=O)O, Cl, NCC1=CCCc2cc(F)ccc21. Run in CN(C)C=O (DMF). Reaction SMILES: [H-].[Na+].[NH:3]1[C:11]2[C:6](=[CH:7][CH:8]=[CH:9][CH:10]=2)[C:5]([CH2:12][C:13]2[CH:14]=[C:15]([CH:28]=[CH:29][CH:30]=2)[O:16][CH2:17][C:18]2[CH:27]=[CH:26][C:25]3[C:20](=[CH:21][CH:22]=[CH:23][CH:24]=3)[N:19]=2)=[CH:4]1.Br[CH2:32][C:33]([O:35]CC)=[O:34]>CN(C=O)C>[N:19]1[C:20]2[C:25](=[CH:24][CH:23]=[CH:22][CH:21]=2)[CH:26]=[CH:27][C:18]=1[CH2:17][O:16][C:15]1[CH:14]=[C:13]([CH:30]=[CH:29][CH:28]=1)[CH2:12][C:5]1[C:6]2[C:11](=[CH:10][CH:9]=[CH:8][CH:7]=2)[N:3]([CH2:32][C:33]([OH:35])=[O:34])[CH:4]=1 |f:0.1|. Procedure details: Sodium hydride (60%, 22 mg, 0.55 mmol) is added to a solution of 2-[3-(1H-indol-3-ylmethyl)-phenoxymethyl]-quinoline (90 mg, 0.25 mmol, example 90) in DMF (2.5 mL). After stirring 5 minutes ethyl bromoacetate (0.1 mL, 0.9 mmol) is added and the reaction is allowed to stir 2 h. The reaction is partitioned between ethyl acetate and ammonium chloride and the organic phase is washed with water. The organic phase is dried over magnesium sulfate, concentrated and then the solid is titurated with ethyl... The product is N1=C(C=CC2=CC=CC=C12)COC=1C=C(CC2=CN(C3=CC=CC=C23)CC(=O)O)C=CC1 ({3-[3-(quinolin-2-ylmethoxy)-benzyl]-indol-1-yl}-acetic acid). Reactants: [H-].[Na+] (Sodium hydride), N1C=C(C2=CC=CC=C12)CC=1C=C(OCC2=NC3=CC=CC=C3C=C2)C=CC1 (2-[3-(1H-Indol-3-ylmethyl)-phenoxymethyl]-quinoline), BrCC(=O)OCC (ethyl bromoacetate). Reaction conditions: time 2 hour.